The task is: describe an organic reaction: reactants, conditions, products, and yield. This data is from the Open Reaction Database (ORD), a public repository of structured organic reaction records. Reactants: Cl.CN(CC(C(=O)C1=C(C=CC=C1)O)C)C (2-(3-dimethylamino-2-methylpropionyl)phenol hydrochloride), [C-]#N.[K+] (potassium cyanide). Run in O (water). The product is C(#N)CC(C(=O)C1=C(C=CC=C1)O)C (2-(3-cyano-2-methylpropionyl)phenol). Yield: 93.0%. Reaction SMILES: Cl.CN(C)[CH2:4][CH:5]([CH3:15])[C:6]([C:8]1[CH:13]=[CH:12][CH:11]=[CH:10][C:9]=1[OH:14])=[O:7].[C-:17]#[N:18].[K+]>O>[C:17]([CH2:4][CH:5]([CH3:15])[C:6]([C:8]1[CH:13]=[CH:12][CH:11]=[CH:10][C:9]=1[OH:14])=[O:7])#[N:18] |f:0.1,2.3|. Reported procedure: A mixture of 2-(3-dimethylamino-2-methylpropionyl)phenol hydrochloride (2.70g), potassium cyanide (1.3g) and water (50 ml) was heated under reflux for 2 hours. The mixture was cooled, neutralised and extracted with chloroform. The extracts were dried (MgSO4) and the solvent was evaporated and purified by chromatography on a silica column to give 2-(3-cyano-2-methylpropionyl)phenol as an orange oil (1.95g). The reactants are CS(=O)(=O)CC1=CC=C(C=C1)C=1C=C2C(=CN1)OC(C2)C2CCN(CC2)C#N (4-[5-(4-methanesulfonylmethyl-phenyl)-2,3-dihydro-furo[2,3-c]pyridin-2-yl]-piperidine-1-carbonitrile), Cl.NO (hydroxylamine hydrochloride), Intermediate 11. Yields the product ONC(=N)N1CCC(CC1)C1CC=2C(=CN=C(C2)C2=CC=C(C=C2)CS(=O)(=O)C)O1 (N-Hydroxy-4-[5-(4-methanesulfonylmethyl-phenyl)-2,3-dihydro-furo[2,3-c]pyridin-2-yl]-piperidine-1-carboxamidine). As a reaction SMILES: [CH3:1][S:2]([CH2:5][C:6]1[CH:11]=[CH:10][C:9]([C:12]2[CH:13]=[C:14]3[CH2:20][CH:19]([CH:21]4[CH2:26][CH2:25][N:24]([C:27]#[N:28])[CH2:23][CH2:22]4)[O:18][C:15]3=[CH:16][N:17]=2)=[CH:8][CH:7]=1)(=[O:4])=[O:3].Cl.[NH2:30][OH:31]>>[OH:31][NH:30][C:27]([N:24]1[CH2:25][CH2:26][CH:21]([CH:19]2[O:18][C:15]3=[CH:16][N:17]=[C:12]([C:9]4[CH:10]=[CH:11][C:6]([CH2:5][S:2]([CH3:1])(=[O:3])=[O:4])=[CH:7][CH:8]=4)[CH:13]=[C:14]3[CH2:20]2)[CH2:22][CH2:23]1)=[NH:28] |f:1.2|. Reported procedure: The title compound is prepared from 4-[5-(4-methanesulfonylmethyl-phenyl)-2,3-dihydro-furo[2,3-c]pyridin-2-yl]-piperidine-1-carbonitrile and hydroxylamine hydrochloride following a procedure analogous to that described for Intermediate 11. LC (method 5): tR=0.83 min; Mass spectrum (ESI+): m/z=431 [M+H]+. Starting materials: C([O-])([O-])=O.[Na+].[Na+] (sodium carbonate), FC1=C(C=CC(=C1)C=1C=C2C(=NC1)N(C=C2I)S(=O)(=O)C2=CC=C(C)C=C2)C2CCN(CC2)C(=O)OC(C)(C)C (tert-butyl 4-(2-fluoro-4-(3-iodo-1-tosyl-1H-pyrrolo[2,3-b]pyridin-5-yl)phenyl)piperidine-1-carboxylate), CC=1C=C(CN2N=CC(=C2)B2OC(C(O2)(C)C)(C)C)C=CC1 (1-(3-methylbenzyl)-4-(4,4,5,5-tetramethyl-1,3,2-dioxaborolan-2-yl)-1H-pyrazole), FC1=C(C=CC(=C1)C=1C=C2C(=NC1)N(C=C2I)S(=O)(=O)C2=CC=C(C)C=C2)C2CCN(CC2)C(=O)OC(C)(C)C (tert-butyl 4-(2-fluoro-4-(3-iodo-1-tosyl-1H-pyrrolo[2,3-b]pyridin-5-yl)phenyl)piperidine-1-carboxylate), CC=1C=C(CN2N=CC(=C2)B2OC(C(O2)(C)C)(C)C)C=CC1 (1-(3-methylbenzyl)-4-(4,4,5,5-tetramethyl-1,3,2-dioxaborolan-2-yl)-1H-pyrazole). The reagents and catalysts are C1=CC=C(C=C1)P([C-]2C=CC=C2)C3=CC=CC=C3.C1=CC=C(C=C1)P([C-]2C=CC=C2)C3=CC=CC=C3.Cl[Pd]Cl.[Fe+2] (Pd(dppf)Cl2). Run in C1(=CC=CC=C1)C.C(C)O.O (toluene ethanol water). Product: CC=1C=C(CN2N=CC(=C2)C2=CN(C3=NC=C(C=C32)C3=CC=C(C=C3)C3CCN(CC3)C(=O)OC(C)(C)C)S(=O)(=O)C3=CC=C(C)C=C3)C=CC1 (tert-butyl 4-(4-(3-(1-(3-methylbenzyl)-1H-pyrazol-4-yl)-1-tosyl-1H-pyrrolo[2,3-b]pyridin-5-yl)phenyl)piperidine-1-carboxylate). RXN SMILES: F[C:2]1[CH:7]=[C:6]([C:8]2[CH:9]=[C:10]3[C:16](I)=[CH:15][N:14]([S:18]([C:21]4[CH:27]=[CH:26][C:24]([CH3:25])=[CH:23][CH:22]=4)(=[O:20])=[O:19])[C:11]3=[N:12][CH:13]=2)[CH:5]=[CH:4][C:3]=1[CH:28]1[CH2:33][CH2:32][N:31]([C:34]([O:36][C:37]([CH3:40])([CH3:39])[CH3:38])=[O:35])[CH2:30][CH2:29]1.[CH3:41][C:42]1[CH:43]=[C:44]([CH:60]=[CH:61][CH:62]=1)[CH2:45][N:46]1[CH:50]=[C:49](B2OC(C)(C)C(C)(C)O2)[CH:48]=[N:47]1.C(=O)([O-])[O-].[Na+].[Na+]>C1(C)C=CC=CC=1.C(O)C.O.C1C=CC(P(C2C=CC=CC=2)[C-]2C=CC=C2)=CC=1.C1C=CC(P(C2C=CC=CC=2)[C-]2C=CC=C2)=CC=1.Cl[Pd]Cl.[Fe+2]>[CH3:41][C:42]1[CH:43]=[C:44]([CH:60]=[CH:61][CH:62]=1)[CH2:45][N:46]1[CH:50]=[C:49]([C:16]2[C:10]3[C:11](=[N:12][CH:13]=[C:8]([C:6]4[CH:7]=[CH:2][C:3]([CH:28]5[CH2:29][CH2:30][N:31]([C:34]([O:36][C:37]([CH3:40])([CH3:39])[CH3:38])=[O:35])[CH2:32][CH2:33]5)=[CH:4][CH:5]=4)[CH:9]=3)[N:14]([S:18]([C:21]3[CH:27]=[CH:26][C:24]([CH3:25])=[CH:23][CH:22]=3)(=[O:20])=[O:19])[CH:15]=2)[CH:48]=[N:47]1 |f:2.3.4,5.6.7,8.9.10.11|. Procedure details: Using similar reaction conditions as described in step-i of example-1, tert-butyl 4-(2-fluoro-4-(3-iodo-1-tosyl-1H-pyrrolo[2,3-b]pyridin-5-yl)phenyl)piperidine-1-carboxylate (intermediate 67B) (155 mg, 0.235 mmol) was coupled with 1-(3-methylbenzyl)-4-(4,4,5,5-tetramethyl-1,3,2-dioxaborolan-2-yl)-1H-pyrazole (intermediate 64D) (105 mg, 0.353 mmol) using Pd(dppf)Cl2 (9 mg, 0.011 mol) and sodium carbonate (75 mg, 0.7070 mmol) in toluene/ethanol/water (20/10/5 ml) to afford 165 mg (crude) of the ti... Starting materials: O (water), CC=1N=C(SC1)N (4-methylthiazol-2-amine), ClC1=NC=C(C(=O)OCC)C(=C1)OC1=CC=CC2=CC=CC=C12 (ethyl 6-chloro-4-(naphthalen-1-yloxy)nicotinate), P(=O)([O-])([O-])[O-].[K+].[K+].[K+] (potassium phosphate). Reagents/catalysts: C1(=CC=CC=C1)P(C1=CC=CC=2C(C3=CC=CC(=C3OC12)P(C1=CC=CC=C1)C1=CC=CC=C1)(C)C)C1=CC=CC=C1 (4,5-bis(diphenylphosphino)-9,9-dimethyl-9H-xanthene), C=1C=CC(=CC1)/C=C/C(=O)/C=C/C2=CC=CC=C2.C=1C=CC(=CC1)/C=C/C(=O)/C=C/C2=CC=CC=C2.C=1C=CC(=CC1)/C=C/C(=O)/C=C/C2=CC=CC=C2.[Pd].[Pd] (tris(dibenzylideneacetone)-dipalladium (0)). Solvent: C1(=CC=CC=C1)C (toluene). Yields the product CC=1N=C(SC1)NC1=NC=C(C(=O)OCC)C(=C1)OC1=CC=CC2=CC=CC=C12 (ethyl 6-(4-methylthiazol-2-ylamino)-4-(naphthalen-1-yloxy)nicotinate). Yield: 80.6%. Reaction SMILES: [CH3:1][C:2]1[N:3]=[C:4]([NH2:7])[S:5][CH:6]=1.Cl[C:9]1[CH:19]=[C:18]([O:20][C:21]2[C:30]3[C:25](=[CH:26][CH:27]=[CH:28][CH:29]=3)[CH:24]=[CH:23][CH:22]=2)[C:12]([C:13]([O:15][CH2:16][CH3:17])=[O:14])=[CH:11][N:10]=1.P([O-])([O-])([O-])=O.[K+].[K+].[K+].O>C1(C)C=CC=CC=1.C1C=CC(/C=C/C(/C=C/C2C=CC=CC=2)=O)=CC=1.C1C=CC(/C=C/C(/C=C/C2C=CC=CC=2)=O)=CC=1.C1C=CC(/C=C/C(/C=C/C2C=CC=CC=2)=O)=CC=1.[Pd].[Pd].C1(P(C2C=CC=CC=2)C2C3OC4C(=CC=CC=4P(C4C=CC=CC=4)C4C=CC=CC=4)C(C)(C)C=3C=CC=2)C=CC=CC=1>[CH3:1][C:2]1[N:3]=[C:4]([NH:7][C:9]2[CH:19]=[C:18]([O:20][C:21]3[C:30]4[C:25](=[CH:26][CH:27]=[CH:28][CH:29]=4)[CH:24]=[CH:23][CH:22]=3)[C:12]([C:13]([O:15][CH2:16][CH3:17])=[O:14])=[CH:11][N:10]=2)[S:5][CH:6]=1 |f:2.3.4.5,8.9.10.11.12|. Procedure: Using the method of Example 3, Step B, 4-methylthiazol-2-amine (25.2 mL, 10.1 mmol), ethyl 6-chloro-4-(naphthalen-1-yloxy)nicotinate (3.63 g, 11.1 mmol), potassium phosphate (2.35 g, 11.1 mmol), tris(dibenzylideneacetone)-dipalladium (0) (0.231 g, 0.252 mmol) and 4,5-bis(diphenylphosphino)-9,9-dimethyl-9H-xanthene (0.160 g, 0.277 mmol) were reacted in toluene (25 mL) and water (8 mL) to afford ethyl 6-(4-methylthiazol-2-ylamino)-4-(naphthalen-1-yloxy)nicotinate (3.30 g, 80.0% yield) as yellow so... Reactants: OCCOC1=CC=C(N)C=C1 (4-(β-hydroxyethoxy)-aniline), Cl (hydrochloric acid), ice, C(C)(=O)[O-].[Na+] (sodium acetate), N(=O)[O-].[Na+] (sodium nitrite), ice, [OH-].[K+] (potassium hydroxide), C(C)OC(CC(CC)=O)=O (α-methylacetylacetic acid ethyl ester), diazonium. The solvent is O (water), O (water), CO (methanol). Reaction conditions: temperature 5 celsius, time 4 hour. Yields the product C(C)OC(CC(C(N=NC1=CC=C(C=C1)OCCO)C)=O)=O (2-methyl-2-[4-(β-hydroxyethoxy)-phenylazo]-acetylacetic acid ethyl ester). Reaction SMILES: [OH:1][CH2:2][CH2:3][O:4][C:5]1[CH:11]=[CH:10][C:8]([NH2:9])=[CH:7][CH:6]=1.Cl.[N:13]([O-])=O.[Na+].C([O-])(=O)C.[Na+].[CH2:22]([O:24][C:25](=[O:31])[CH2:26][C:27](=[O:30])[CH2:28][CH3:29])[CH3:23].[OH-].[K+]>O.CO>[CH2:22]([O:24][C:25](=[O:31])[CH2:26][C:27](=[O:30])[CH:28]([CH3:29])[N:13]=[N:9][C:8]1[CH:10]=[CH:11][C:5]([O:4][CH2:3][CH2:2][OH:1])=[CH:6][CH:7]=1)[CH3:23] |f:2.3,4.5,7.8|. Procedure details: 65.4 g of 4-(β-hydroxyethoxy)-aniline, mixed with 70 ml of strong hydrochloric acid and 78 g of ice, are diazotized with stirring at 0° C. with a solution of 22.1 g of sodium nitrite in 50 ml of water. The reaction mixture is stirred for 1 h, whereupon 33 g of sodium acetate are added. The obtained diazonium solution is then added to a mixture made of a solution of 47.5 g of α-methylacetylacetic acid ethyl ester in 300 ml of methanol, 300 g of ice and a solution of 21.8 g of potassium hydroxide ... Reactants: C(C1=CC=CC=C1)N1C[C@H](CC1)NC1=CC(=CC=C1)F (((S)-1-benzylpyrrolidin-3-yl)-(3-fluorophenyl)amine), BrC1=CC=C(C=C1)C(F)(F)F (4-bromobenzotrifluoride), CC(C)([O-])C.[Na+] (sodium tert-butoxide). The reagents and catalysts are C(C)(=O)[O-].[Pd+2].C(C)(=O)[O-] (palladium acetate), C=1C=CC(=CC1)P(C=2C=CC=CC2)C3=CC=C4C=CC=CC4=C3C5=C6C=CC=CC6=CC=C5P(C=7C=CC=CC7)C=8C=CC=CC8 (BINAP). Run in C1(=CC=CC=C1)C (toluene). Yields the product C(C1=CC=CC=C1)N1C[C@H](CC1)N(C1=CC=C(C=C1)C(F)(F)F)C1=CC(=CC=C1)F (((S)-1-benzylpyrrolidin-3-yl)-(3-fluorophenyl)-(4-trifluoromethylphenyl)amine). Yield: 44.5%. As a reaction SMILES: [CH2:1]([N:8]1[CH2:12][CH2:11][C@H:10]([NH:13][C:14]2[CH:19]=[CH:18][CH:17]=[C:16]([F:20])[CH:15]=2)[CH2:9]1)[C:2]1[CH:7]=[CH:6][CH:5]=[CH:4][CH:3]=1.Br[C:22]1[CH:27]=[CH:26][C:25]([C:28]([F:31])([F:30])[F:29])=[CH:24][CH:23]=1.CC(C)([O-])C.[Na+]>C([O-])(=O)C.[Pd+2].C([O-])(=O)C.C1C=CC(P(C2C(C3C(P(C4C=CC=CC=4)C4C=CC=CC=4)=CC=C4C=3C=CC=C4)=C3C(C=CC=C3)=CC=2)C2C=CC=CC=2)=CC=1.C1(C)C=CC=CC=1>[CH2:1]([N:8]1[CH2:12][CH2:11][C@H:10]([N:13]([C:14]2[CH:19]=[CH:18][CH:17]=[C:16]([F:20])[CH:15]=2)[C:22]2[CH:27]=[CH:26][C:25]([C:28]([F:31])([F:30])[F:29])=[CH:24][CH:23]=2)[CH2:9]1)[C:2]1[CH:3]=[CH:4][CH:5]=[CH:6][CH:7]=1 |f:2.3,4.5.6|. Reported procedure: A toluene solution containing 0.7 g of ((S)-1-benzylpyrrolidin-3-yl)-(3-fluorophenyl)amine (2.6 mmol), 0.59 g of 4-bromobenzotrifluoride (2.6 mmol), 65 mg of BINAP (0.1 mmol), 23 mg of palladium acetate (0.1 mmol) and 0.28 g of sodium tert-butoxide (2.9 mmol) was heated under reflux under a nitrogen atmosphere for 3 hours. The reaction solution was filtered to remove insoluble matter, and ethyl acetate and water were added to the filtrate to separate the solution into layers. The organic layer w...